From a dataset of the Open Reaction Database (ORD), a public repository of structured organic reaction records. describe an organic reaction: reactants, conditions, products, and yield The reactants are C(C)(C)(C)[Si](N1C=CC=2C1=NC=C(C2)C2=C(C=CC=C2)OC2=NC=CC=N2)(C)C (1-(tert-Butyl-dimethyl-silanyl)-5-[2-(pyrimidin-2-yloxy)-phenyl]-1H-pyrrolo[2,3-b]pyridine), Cl (HCl), C(=O)(O)[O-].[Na+].C(C)(=O)OCC (NaHCO3 ethyl acetate). The solvent is CO (MeOH). Conditions: time 1 hour. Product: N1=C(N=CC=C1)OC1=C(C=CC=C1)C=1C=C2C(=NC1)NC=C2 (5-[2-(Pyrimidin-2-yloxy)-phenyl]-1H-pyrrolo[2,3-b]pyridine). Isolated yield 44.0%. Reaction SMILES: C([Si](C)(C)[N:6]1[C:10]2=[N:11][CH:12]=[C:13]([C:15]3[CH:20]=[CH:19][CH:18]=[CH:17][C:16]=3[O:21][C:22]3[N:27]=[CH:26][CH:25]=[CH:24][N:23]=3)[CH:14]=[C:9]2[CH:8]=[CH:7]1)(C)(C)C.Cl.C([O-])(O)=O.[Na+].C(OCC)(=O)C>CO>[N:27]1[CH:26]=[CH:25][CH:24]=[N:23][C:22]=1[O:21][C:16]1[CH:17]=[CH:18][CH:19]=[CH:20][C:15]=1[C:13]1[CH:14]=[C:9]2[CH:8]=[CH:7][NH:6][C:10]2=[N:11][CH:12]=1 |f:2.3.4|. Procedure: A mixture of 40 prepared above (120 mg, approx. 0.24 mmol), MeOH (1.1 mL) and 10% aq. HCl (2.4 mL) were stirred at room temperature for 1 h then poured onto saturated aq. NaHCO3/ethyl acetate. The aqueous phase was extracted with more ethyl acetate and the combined organic extracts dried (MgSO4) and concentrated to give pure product 41 (40.8 mg, 44% over 3 steps from 26); 1H NMR (400 MHz, CDCl3) δ 6.40 (dd, J=3.4, 1.6 Hz, 1H), 6.76 (t, J=4.8 Hz, 1H), 7.21 (m, 2H), 7.32 (dt, J=7.8 Hz, 1.8 Hz, 1H)... Starting materials: ice, C1OC=2C=C(C=CC2O1)O (3,4-methylenedioxyphenol), [K] (potassium), C(C)S(=O)(=O)C1=NC=C(C=C1)S(=O)(=O)CC (2,5-bis(ethylsulfonyl)pyridine), CC(C)(C)[O-].[K+] (t-BuOK), CC(C)(C)[O-].[K+] (t-BuOK). Solvent: CS(=O)C (DMSO), C1CCOC1 (THF). Yields the product C(C)S(=O)(=O)C=1C=CC(=NC1)OC1=CC2=C(C=C1)OCO2 (5-(ethylsulfonyl)-2-(3,4-methylenedioxyphenoxy)pyridine). Isolated yield 80.8%. As a reaction SMILES: CC([O-])(C)C.[K+].[CH2:7]1[O:15][C:14]2[CH:13]=[CH:12][C:11]([OH:16])=[CH:10][C:9]=2[O:8]1.[K].C(S([C:23]1[CH:28]=[CH:27][C:26]([S:29]([CH2:32][CH3:33])(=[O:31])=[O:30])=[CH:25][N:24]=1)(=O)=O)C>CS(C)=O.C1COCC1>[CH2:32]([S:29]([C:26]1[CH:27]=[CH:28][C:23]([O:16][C:11]2[CH:12]=[CH:13][C:14]3[O:15][CH2:7][O:8][C:9]=3[CH:10]=2)=[N:24][CH:25]=1)(=[O:30])=[O:31])[CH3:33] |f:0.1,^1:16|. Procedure details: Into a reaction flask was weighed 5.6 g of t-BuOK and then 50 ml of THF was added. In 50 ml of DMSO was dissolved 6.2 g of 3,4-methylenedioxyphenol which was then slowly added to the t-BuOK solution with stirring. To the resulting potassium phenate solution was added 10.5 g of 2,5-bis(ethylsulfonyl)pyridine and this mixture heated at 50°-55° C. for 3 hrs. After cooling, the reaction mixture was poured into 400 g of ice, stirred and then filtered. The solid which was recovered was dissolved in CH... The reactants are NC1CCCNC(=O)C1, CC(NC(=O)Cc1ccccc1)C(=O)O. Yields the product CC(NC(=O)Cc1ccccc1)C(=O)NC1CCCNC(=O)C1. RXN SMILES: [NH2:16][CH:17]1[CH2:18][C:19](=[O:20])[NH:21][CH2:22][CH2:23][CH2:24]1.[c:1]1([CH2:7][C:8](=[O:9])[NH:10][CH:11]([CH3:12])[C:13](=[O:14])[OH:15])[cH:2][cH:3][cH:4][cH:5][cH:6]1>>[c:1]1([CH2:7][C:8](=[O:9])[NH:10][CH:11]([CH3:12])[C:13](=[O:15])[NH:16][CH:17]2[CH2:18][C:19](=[O:20])[NH:21][CH2:22][CH2:23][CH2:24]2)[cH:2][cH:3][cH:4][cH:5][cH:6]1.